Dataset: the Open Reaction Database (ORD), a public repository of structured organic reaction records. Task: describe an organic reaction: reactants, conditions, products, and yield Starting materials: C([O-])(O)=O.[Na+] (sodium bicarbonate), FCC(C(C(N1C=NC=C1)OC1=CC=C(C=C1)Cl)=O)(C)CF (3,3-bisfluoromethyl-1-(4-chlorophenoxy)-1-(imidazol-1-yl)-butan-2-one), Cl (hydrochloric acid), [BH4-].[Na+] (sodium borohydride). The solvent is CO (methanol). Reaction conditions: time 15 hour. Yields the product FCC(C(C(N1C=NC=C1)OC1=CC=C(C=C1)Cl)O)(C)CF (3,3-bisfluoromethyl-1-(4-chlorophenoxy)-1-(imidazol-1-yl)-butan-2-ol). Isolated yield 69.2%. Reaction SMILES: [F:1][CH2:2][C:3]([CH2:21][F:22])([CH3:20])[C:4](=[O:19])[CH:5]([O:11][C:12]1[CH:17]=[CH:16][C:15]([Cl:18])=[CH:14][CH:13]=1)[N:6]1[CH:10]=[CH:9][N:8]=[CH:7]1.[BH4-].[Na+].Cl.C(=O)(O)[O-].[Na+]>CO>[F:1][CH2:2][C:3]([CH2:21][F:22])([CH3:20])[CH:4]([OH:19])[CH:5]([O:11][C:12]1[CH:17]=[CH:16][C:15]([Cl:18])=[CH:14][CH:13]=1)[N:6]1[CH:10]=[CH:9][N:8]=[CH:7]1 |f:1.2,4.5|. Reported procedure: 31.9 g (0.097 mol) of 3,3-bisfluoromethyl-1-(4-chlorophenoxy)-1-(imidazol-1-yl)-butan-2-one were dissolved in 600 ml of methanol, and 5.45 g (0.14 mol) of sodium borohydride were added in portions at 0° to 5° C. The mixture was subsequently stirred for 15 hours, 15 ml of concentrated hydrochloric acid were added and the mixture was stirred at room temperature for 2 hours. Thereafter, the reaction mixture was stirred into 800 ml of aqueous, saturated sodium bicarbonate solution. It was extracted ... Reactants: BrC1=CC(=C2C=NN(C2=C1)S(=O)(=O)C1=CC=CC=C1)C=1OC(=NN1)CCl (6-Bromo-4-[5-(chloromethyl)-1,3,4-oxadiazol-2-yl]-1-(phenylsulfonyl)-1H-indazole), [I-].[Na+] (sodium iodide), N1(CCOCC1)CCCN ([3-(4-morpholinyl)propyl]amine), CCN(C(C)C)C(C)C (DIPEA). Run in C(C)#N (acetonitrile). Conditions: temperature 70 celsius. Yields the product BrC1=CC(=C2C=NNC2=C1)C1=NN=C(O1)CNCCCN1CCOCC1 (N-{[5-(6-Bromo-1H-indazol-4-yl)-1,3,4-oxadiazol-2-yl]methyl}-3-(4-morpholinyl)-1-propanamine). Yield: 117.8%. As a reaction SMILES: [Br:1][C:2]1[CH:10]=[C:9]2[C:5]([CH:6]=[N:7][N:8]2S(C2C=CC=CC=2)(=O)=O)=[C:4]([C:20]2[O:21][C:22]([CH2:25]Cl)=[N:23][N:24]=2)[CH:3]=1.[I-].[Na+].[N:29]1([CH2:35][CH2:36][CH2:37][NH2:38])[CH2:34][CH2:33][O:32][CH2:31][CH2:30]1.CCN(C(C)C)C(C)C>C(#N)C>[Br:1][C:2]1[CH:10]=[C:9]2[C:5]([CH:6]=[N:7][NH:8]2)=[C:4]([C:20]2[O:21][C:22]([CH2:25][NH:38][CH2:37][CH2:36][CH2:35][N:29]3[CH2:34][CH2:33][O:32][CH2:31][CH2:30]3)=[N:23][N:24]=2)[CH:3]=1 |f:1.2|. Procedure: 6-Bromo-4-[5-(chloromethyl)-1,3,4-oxadiazol-2-yl]-1-(phenylsulfonyl)-1H-indazole (300 mg, 0.661 mmol) and sodium iodide (99 mg, 0.661 mmol) were weighed into a round-bottomed flask and dissolved in acetonitrile (2 ml) before [3-(4-morpholinyl)propyl]amine (191 mg, 1.322 mmol, available from Sigma-Aldrich) and DIPEA (0.231 ml, 1.322 mmol) were added. The mixture was heated to 70° C. for 2 h, then cooled and the solvent removed under a stream of nitrogen. The crude residue was dissolved in DCM/MeO...